This data is from the Open Reaction Database (ORD), a public repository of structured organic reaction records. The task is: describe an organic reaction: reactants, conditions, products, and yield Starting materials: CCCCCC, CCOC(C)=O, CO, Cc1cc(Cl)nc(Cl)c1C(=O)NCc1cccc(F)c1, [H-], [Na+], O. The product is COc1nc(Cl)cc(C)c1C(=O)NCc1cccc(F)c1. As a reaction SMILES: [CH3:26][CH2:27][CH2:28][CH2:29][CH2:30][CH3:31].[CH3:32][CH2:33][O:34][C:35]([CH3:36])=[O:37].[CH3:3][OH:4].[Cl:5][c:6]1[n:7][c:8]([Cl:24])[cH:9][c:10]([CH3:23])[c:11]1[C:12](=[O:13])[NH:14][CH2:15][c:16]1[cH:17][c:18]([F:22])[cH:19][cH:20][cH:21]1.[H-:2].[Na+:1].[OH2:25]>>[CH3:3][O:4][c:6]1[n:7][c:8]([Cl:24])[cH:9][c:10]([CH3:23])[c:11]1[C:12](=[O:13])[NH:14][CH2:15][c:16]1[cH:17][c:18]([F:22])[cH:19][cH:20][cH:21]1. The reactants are COC(=O)C1CCC(O)(c2ncc(-c3cc(Nc4nccc(C)n4)cc(C4CC4)c3)s2)CC1(C)C, CO, CO, ClC(Cl)Cl, CC(C)O, Cl, [Na+], C1CCOC1, [OH-], O, O. Yields the product Cc1ccnc(Nc2cc(-c3cnc(C4(O)CCC(C(=O)O)C(C)(C)C4)s3)cc(C3CC3)c2)n1. As a reaction SMILES: [CH3:1][O:2][C:3](=[O:4])[CH:5]1[C:6]([CH3:34])([CH3:35])[CH2:7][C:8]([OH:11])([c:12]2[s:13][c:14](-[c:17]3[cH:18][c:19]([CH:31]4[CH2:32][CH2:33]4)[cH:20][c:21]([NH:23][c:24]4[n:25][cH:26][cH:27][c:28]([CH3:30])[n:29]4)[cH:22]3)[cH:15][n:16]2)[CH2:9][CH2:10]1.[CH3:40][OH:41].[CH3:47][OH:48].[CH:50]([Cl:51])([Cl:52])[Cl:53].[CH:54]([OH:55])([CH3:56])[CH3:57].[ClH:38].[Na+:37].[O:42]1[CH2:43][CH2:44][CH2:45][CH2:46]1.[OH-:36].[OH2:39].[OH2:49]>>[O:2]=[C:3]([OH:4])[CH:5]1[C:6]([CH3:34])([CH3:35])[CH2:7][C:8]([OH:11])([c:12]2[s:13][c:14](-[c:17]3[cH:18][c:19]([CH:31]4[CH2:32][CH2:33]4)[cH:20][c:21]([NH:23][c:24]4[n:25][cH:26][cH:27][c:28]([CH3:30])[n:29]4)[cH:22]3)[cH:15][n:16]2)[CH2:9][CH2:10]1. As a reaction SMILES: [O:1]1[C:5]2[CH:6]=[CH:7][C:8]([CH2:10][CH2:11][O:12][CH2:13][C:14]([OH:16])=O)=[CH:9][C:4]=2[CH:3]=[CH:2]1.C(N1C=CN=C1)(N1C=CN=C1)=O.[NH:29]1[CH2:33][CH2:32][CH:31]([OH:34])[CH2:30]1.Cl>O1CCCC1.C(OCC)(=O)C.O.C(N(CC)CC)C>[O:1]1[C:5]2[CH:6]=[CH:7][C:8]([CH2:10][CH2:11][O:12][CH2:13][C:14]([N:29]3[CH2:33][CH2:32][CH:31]([OH:34])[CH2:30]3)=[O:16])=[CH:9][C:4]=2[CH:3]=[CH:2]1. Reactants: N1CC(CC1)O (3-pyrrolidinol), Cl (hydrochloric acid), C(=O)(N1C=NC=C1)N1C=NC=C1 (1,1′-carbonyldiimidazole), O1C=CC2=C1C=CC(=C2)CCOCC(=O)O (2-[2-(1-benzofuran-5-yl)ethoxy]acetic acid). Product: O1C=CC2=C1C=CC(=C2)CCOCC(=O)N2CC(CC2)O (2-[2-(1-benzofuran-5-yl)ethoxy]-1-(3-hydroxy-1-pyrrolidinyl)-1-ethanone). Procedure: In 13.0 mL of tetrahydrofuran was dissolved 1.28 g of 2-[2-(1-benzofuran-5-yl)ethoxy]acetic acid and the solution was cooled to 5° C., after which 1.41 g of 1,1′-carbonyldiimidazole was added thereto and the resulting mixture was stirred at room temperature for 2 hours. To the reaction mixture were added 1.22 mL of triethylamine and 0.72 mL of 3-pyrrolidinol, followed by stirring at room temperature for 2 hours. Water and ethyl acetate were added to the reaction mixture and the pH was adjusted t... Run in C(C)(=O)OCC (ethyl acetate), O (Water), C(C)N(CC)CC (triethylamine), O1CCCC1 (tetrahydrofuran). Conditions: temperature 5 celsius, time 2 hour. Starting materials: solution, C[Si](C)(C)C=[N+]=[N-] (trimethylsilyldiazomethane), C(C1=CC=CC=C1)[C@]1(C[C@@H]2SC[C@H](N2C1=O)C(=O)O)NC(=O)OC(C)(C)C ((3R,6R,7aS)-6-benzyl-6-tert-butoxycarbonylamino-5-oxohexahydropyrrolo[2,1-b]thiazole-3-carboxylic acid). Run in CCCCCC (hexane), CO (methanol). Yields the product C(C1=CC=CC=C1)[C@]1(C[C@@H]2SC[C@H](N2C1=O)C(=O)OC)NC(=O)OC(C)(C)C (Methyl (3R,6R,7aS)-6-benzyl-6-tert-butoxycarbonylamino-5-oxohexahydropyrrolo[2,1-b]thiazole-3-carboxylate). Reaction SMILES: [CH3:1][Si](C=[N+]=[N-])(C)C.[CH2:8]([C@:15]1([NH:27][C:28]([O:30][C:31]([CH3:34])([CH3:33])[CH3:32])=[O:29])[C:22](=[O:23])[N:21]2[C@@H:17]([S:18][CH2:19][C@H:20]2[C:24]([OH:26])=[O:25])[CH2:16]1)[C:9]1[CH:14]=[CH:13][CH:12]=[CH:11][CH:10]=1>CCCCCC.CO>[CH2:8]([C@:15]1([NH:27][C:28]([O:30][C:31]([CH3:34])([CH3:33])[CH3:32])=[O:29])[C:22](=[O:23])[N:21]2[C@@H:17]([S:18][CH2:19][C@H:20]2[C:24]([O:26][CH3:1])=[O:25])[CH2:16]1)[C:9]1[CH:14]=[CH:13][CH:12]=[CH:11][CH:10]=1. Procedure details: A total of 1.5 ml of a 2 molar solution of trimethylsilyldiazomethane in hexane is added in portions to a solution of 250 mg of (3R,6R,7aS)-6-benzyl-6-tert-butoxycarbonylamino-5-oxohexahydropyrrolo[2,1-b]thiazole-3-carboxylic acid in 8 ml of methanol while stirring at room temperature. After the reaction is complete, the excess trimethylsilyldiazomethane is destroyed by dropwise addition of glacial acetic acid, and the volatile constituents are stripped off in a rotary evaporator at 40° C. The r... The reactants are CC(=O)OC1OC(CCl)C(OC(C)=O)C(OC(C)=O)C1OC(C)=O, CC(=O)O, ClCCl, NN, CN(C)C=O. The product is CC(=O)OC1C(O)OC(CCl)C(OC(C)=O)C1OC(C)=O. RXN SMILES: [C:1](=[O:2])([CH3:3])[O:4][CH:5]1[CH:6]([O:7][C:8]([CH3:9])=[O:10])[CH:11]([O:12][C:13]([CH3:14])=[O:15])[CH:16]([O:17][C:18]([CH3:19])=[O:20])[CH:21]([CH2:23][Cl:24])[O:22]1.[C:25]([OH:26])(=[O:27])[CH3:28].[Cl:31][CH2:32][Cl:33].[NH2:29][NH2:30].[O:34]=[CH:35][N:36]([CH3:37])[CH3:38]>>[OH:4][CH:5]1[CH:6]([O:7][C:8]([CH3:9])=[O:10])[CH:11]([O:12][C:13]([CH3:14])=[O:15])[CH:16]([O:17][C:18]([CH3:19])=[O:20])[CH:21]([CH2:23][Cl:24])[O:22]1. The reactants are ClC1=CC=C(N=N1)C(C)(C)NS(=O)C(C)(C)C (2-methyl-propane-2-sulfinic acid[1-(6-chloro-pyridazin-3-yl)-1-methyl-ethyl]-amide), [O-]P(=O)([O-])[O-].[K+].[K+].[K+] (K3PO4), OCC1=NC=C(C=C1)B(O)O (2-(hydroxymethyl)pyridine-5-boronic acid). Reagents/catalysts: C1=CC=C(C=C1)P([C-]2C=CC=C2)C3=CC=CC=C3.C1=CC=C(C=C1)P([C-]2C=CC=C2)C3=CC=CC=C3.Cl[Pd]Cl.[Fe+2] (Pd(dppf)Cl2). Solvent: COCCOC.O.CCO (DME H2O EtOH). Conditions: temperature 140 celsius. Product: OCC1=CC=C(C=N1)C1=CC=C(N=N1)C(C)(C)NS(=O)C(C)(C)C (2-methyl-propane-2-sulfinic acid{1-[6-(6-hydroxymethyl-pyridin-3-yl)-pyridazin-3-yl]-1-methyl-ethyl}-amide). Isolated yield 21.3%. Reaction SMILES: Cl[C:2]1[N:7]=[N:6][C:5]([C:8]([NH:11][S:12]([C:14]([CH3:17])([CH3:16])[CH3:15])=[O:13])([CH3:10])[CH3:9])=[CH:4][CH:3]=1.[O-]P([O-])([O-])=O.[K+].[K+].[K+].[OH:26][CH2:27][C:28]1[CH:33]=[CH:32][C:31](B(O)O)=[CH:30][N:29]=1>C1C=CC(P(C2C=CC=CC=2)[C-]2C=CC=C2)=CC=1.C1C=CC(P(C2C=CC=CC=2)[C-]2C=CC=C2)=CC=1.Cl[Pd]Cl.[Fe+2].COCCOC.O.CCO>[OH:26][CH2:27][C:28]1[N:29]=[CH:30][C:31]([C:2]2[N:7]=[N:6][C:5]([C:8]([NH:11][S:12]([C:14]([CH3:17])([CH3:16])[CH3:15])=[O:13])([CH3:10])[CH3:9])=[CH:4][CH:3]=2)=[CH:32][CH:33]=1 |f:1.2.3.4,6.7.8.9,10.11.12|. Procedure: Impure 2-methyl-propane-2-sulfinic acid[1-(6-chloro-pyridazin-3-yl)-1-methyl-ethyl]-amide (15 mg, 0.054 mmol) was combined with Pd(dppf)Cl2.dichloromethane complex (4.7 mg, 0.006 mmol), 1M K3PO4 (0.07 mL, 0.07 mmol) and 2-(hydroxymethyl)pyridine-5-boronic acid (18 mg, 0.12 mmol) in a microwave vial. A 7:3:2 mixture of DME/H2O/EtOH (1 mL) was added. The vial was flushed with argon and sealed. This vial was then heated in the microwave reactor for 15 min at 140° C. The reaction mixture was diluted...